Task: describe an organic reaction: reactants, conditions, products, and yield. Dataset: the Open Reaction Database (ORD), a public repository of structured organic reaction records The reactants are CCNC(=O)c1cc2c(Cl)ccnc2cc1OCc1ccccc1, CCOC(C)=O, CS(C)=O, [H-], Nc1ccc(O)cc1Cl, [Na+], O. Yields the product CCNC(=O)c1cc2c(Oc3ccc(N)c(Cl)c3)ccnc2cc1OCc1ccccc1. RXN SMILES: [CH2:12]([CH3:13])[NH:14][C:15](=[O:16])[c:17]1[cH:18][c:19]2[c:20]([Cl:35])[cH:21][cH:22][n:23][c:24]2[cH:25][c:26]1[O:27][CH2:28][c:29]1[cH:30][cH:31][cH:32][cH:33][cH:34]1.[CH3:36][CH2:37][O:38][C:39](=[O:40])[CH3:41].[CH3:42][S:43]([CH3:44])=[O:45].[H-:10].[NH2:1][c:2]1[c:3]([Cl:9])[cH:4][c:5]([OH:8])[cH:6][cH:7]1.[Na+:11].[OH2:46]>>[NH2:1][c:2]1[c:3]([Cl:9])[cH:4][c:5]([O:8][c:20]2[c:19]3[cH:18][c:17]([C:15]([NH:14][CH2:12][CH3:13])=[O:16])[c:26]([O:27][CH2:28][c:29]4[cH:30][cH:31][cH:32][cH:33][cH:34]4)[cH:25][c:24]3[n:23][cH:22][cH:21]2)[cH:6][cH:7]1. Starting materials: ClC(Cl)Cl, O=C(NCCO)c1ccc(F)cc1[N+](=O)[O-], O=S(Cl)Cl. Yields the product O=C(NCCCl)c1ccc(F)cc1[N+](=O)[O-]. As a reaction SMILES: [Cl:21][CH:22]([Cl:23])[Cl:24].[F:1][c:2]1[cH:3][c:4]([N+:14](=[O:15])[O-:16])[c:5]([C:6](=[O:7])[NH:8][CH2:9][CH2:10][OH:11])[cH:12][cH:13]1.[S:17]([Cl:18])([Cl:19])=[O:20]>>[F:1][c:2]1[cH:3][c:4]([N+:14](=[O:15])[O-:16])[c:5]([C:6](=[O:7])[NH:8][CH2:9][CH2:10][Cl:19])[cH:12][cH:13]1. Reactants: [OH-].[Na+] (sodium hydroxide), OC(=O)CNC(C(=O)C=1SC=CC1)=O (2-thienylglyoxylic acid N-hydroxycarbonylmethyl-amide), Cl.NO (hydroxylamine hydrochloride), Cl (hydrochloric acid). Solvent: CO (methanol), O (water). Conditions: time 2 hour. Yields the product S1C(=CC=C1)C(C(=O)NCC(=O)O)=NO (N-(2-Thienylhydroximinoacetyl)glycine). As a reaction SMILES: [OH-:1].[Na+].[OH:3][C:4]([CH2:6][NH:7][C:8](=[O:16])[C:9]([C:11]1[S:12][CH:13]=[CH:14][CH:15]=1)=O)=[O:5].Cl.[NH2:18]O.Cl>CO.O>[S:12]1[CH:13]=[CH:14][CH:15]=[C:11]1[C:9](=[N:18][OH:1])[C:8]([NH:7][CH2:6][C:4]([OH:3])=[O:5])=[O:16] |f:0.1,3.4|. Procedure: 17.6 g of powdered sodium hydroxide are added in portions to a mixture of 22 g of 2-thienylglyoxylic acid N-hydroxycarbonylmethyl-amide (prepared from aminoacetic acid and ethyl 2-thienylglyoxylate, melting point 168°-170° C.), 15 ml of water, 50 ml of methanol and 9.5 g of hydroxylamine hydrochloride. The temperature is maintained at 40°-50° C. by cooling and the mixture is then stirred at room temperature for 2 h. It is acidified with concentrated hydrochloric acid and then the volatile fracti... The reactants are O (water), C1(CCCC1)C1=CC=C(C=C1)O (4-cyclopentylphenol), N(=O)[O-].[Na+] (sodium nitrite), [N+](=O)(O)[O-] (nitric acid). Run in CCOCC (ether). Reaction conditions: time 5 day. The product is C1(CCCC1)C1=CC(=C(C=C1)O)[N+](=O)[O-] (4-cyclopentyl-2-nitrophenol). Reaction SMILES: O.[CH:2]1([C:7]2[CH:12]=[CH:11][C:10]([OH:13])=[CH:9][CH:8]=2)[CH2:6][CH2:5][CH2:4][CH2:3]1.[N+:14]([O-])([OH:16])=[O:15].N([O-])=O.[Na+]>CCOCC>[CH:2]1([C:7]2[CH:8]=[CH:9][C:10]([OH:13])=[C:11]([N+:14]([O-:16])=[O:15])[CH:12]=2)[CH2:3][CH2:4][CH2:5][CH2:6]1 |f:3.4|. Procedure: To a stirred mixture of 50 ml of water, 50 ml of ether and 4-cyclopentylphenol was added dropwise 2.1 ml of 61% nitric acid and further was added a catalytic amount of sodium nitrite, then the mixture was reacted with stirring at room tempeature for 5 days. The reaction mixture was extracted with 200 ml of ethyl acetate and dried wih anhydrous sodium sulfate. The drying agent was filtered off and the solvent was distilled away under reduced pressure. The residue was purified by subjecting to sil... Starting materials: O[C@@H]1[C@@H]2[C@]3(CCC(C=C3CC[C@H]2[C@@H]2CC[C@](C(C(O)OC([C@H](C(C)C)NC(=O)OC(C)(C)C)=O)=O)([C@]2(C1)C)O)=O)C ((2S)-2-((1,1-dimethylethoxycarbonyl) -amino)-3-methyl-butyric acid [11β,17,21-trihydroxy-3,20-dioxo -pregn-4-en-21-yl] ester), FC(C(=O)O)(F)F (trifluoroacetic acid). Run at time 10 minute. The product is FC(C(=O)O)(F)F.O[C@@H]1[C@@H]2[C@]3(CCC(C=C3CC[C@H]2[C@@H]2CC[C@](C(C(O)OC([C@H](C(C)C)N)=O)=O)([C@]2(C1)C)O)=O)C ((2S)-2-amino-3-methyl-butyric acid [11β,17,21-trihydroxy-3,20-dioxo-pregn-4-en-21-yl] ester trifluoroacetate). Isolated yield 76.0%. As a reaction SMILES: [OH:1][C@H:2]1[CH2:37][C@@:36]2([CH3:38])[C@@H:13]([CH2:14][CH2:15][C@:16]2([OH:39])[C:17](=[O:35])[CH:18]([O:20][C:21](=[O:34])[C@@H:22]([NH:26]C(OC(C)(C)C)=O)[CH:23]([CH3:25])[CH3:24])[OH:19])[C@H:12]2[C@H:3]1[C@:4]1([CH3:41])[C:9]([CH2:10][CH2:11]2)=[CH:8][C:7](=[O:40])[CH2:6][CH2:5]1.[F:42][C:43]([F:48])([F:47])[C:44]([OH:46])=[O:45]>>[F:42][C:43]([F:48])([F:47])[C:44]([OH:46])=[O:45].[OH:1][C@H:2]1[CH2:37][C@@:36]2([CH3:38])[C@@H:13]([CH2:14][CH2:15][C@:16]2([OH:39])[C:17](=[O:35])[CH:18]([O:20][C:21](=[O:34])[C@@H:22]([NH2:26])[CH:23]([CH3:25])[CH3:24])[OH:19])[C@H:12]2[C@H:3]1[C@:4]1([CH3:41])[C:9]([CH2:10][CH2:11]2)=[CH:8][C:7](=[O:40])[CH2:6][CH2:5]1 |f:2.3|. Procedure: 500 mg (0.89 mmol) of (2S)-2-((1,1-dimethylethoxycarbonyl) -amino)-3-methyl-butyric acid [11β,17,21-trihydroxy-3,20-dioxo -pregn-4-en-21-yl] ester (Example 27) is mixed with 1 ml of trifluoroacetic acid and stirred for 10 minutes at room temperature. Then, the trifluoroacetic acid is evaporated in a vacuum. The residue is mixed with stirring with a little diethyl ether, the white precipitate that is produced is suctioned off and dried. 385 mg (76%) of (2S)-2-amino-3-methyl-butyric acid [11β,17,2...